Dataset: the Open Reaction Database (ORD), a public repository of structured organic reaction records. Task: describe an organic reaction: reactants, conditions, products, and yield The reactants are C(C1=CC=CC=C1)OC1=CC=C(C(=O)N)C=C1 (4-benzyloxybenzamide), ClC(=O)SCl (chlorocarbonylsulfenyl chloride). Solvent: C1(=CC=CC=C1)C (toluene). Conditions: temperature 90 celsius. The product is C(C1=CC=CC=C1)OC1=CC=C(C=C1)C1=NSC(O1)=O (5-(4-Benzyloxyphenyl)-[1,3,4]oxathiazol-2-one). As a reaction SMILES: [CH2:1]([O:8][C:9]1[CH:17]=[CH:16][C:12]([C:13]([NH2:15])=[O:14])=[CH:11][CH:10]=1)[C:2]1[CH:7]=[CH:6][CH:5]=[CH:4][CH:3]=1.Cl[C:19]([S:21]Cl)=[O:20]>C1(C)C=CC=CC=1>[CH2:1]([O:8][C:9]1[CH:10]=[CH:11][C:12]([C:13]2[O:14][C:19](=[O:20])[S:21][N:15]=2)=[CH:16][CH:17]=1)[C:2]1[CH:3]=[CH:4][CH:5]=[CH:6][CH:7]=1. Procedure details: To a solution of 4-benzyloxybenzamide (0.25 g, 1.10 mmol) in toluene (15 ml) was added chlorocarbonylsulfenyl chloride (0.18 ml, 2.20 mmol) and the resulting reaction mixture was refluxed at 90° C. overnight. After the completion of the reaction (TLC monitoring), the mixture was concentrated, added diethyl ether and washed twice with water, twice with 5% NaHCO3, again with water, and was then dried (Na2SO4), concentrated under vacuum to give the product (crude yield 0.310 g, 98%) that was used a... As a reaction SMILES: [CH2:17]([O:19][C:20](=[O:18])[c:22]1[c:23]([CH3:29])[c:24]([CH3:28])[n:25][n:26]1[CH3:27])[CH3:21].[CH3:30][CH2:31][CH2:32][CH2:33][CH2:34][CH2:35][CH3:36].[CH3:37][C:38]([CH3:39])([O-:40])[CH3:41].[CH3:43][O:44][CH2:45][CH2:46][O:47][CH2:48][CH2:49][O:50][CH3:51].[K+:42].[c:1]1(-[n:7]2[n:8][c:9]([CH2:15][CH3:16])[c:10]([CH2:12][C:13]#[N:14])[n:11]2)[cH:2][cH:3][cH:4][cH:5][cH:6]1>>[c:1]1(-[n:7]2[n:8][c:9]([CH2:15][CH3:16])[c:10]([CH:12]([C:13]#[N:14])[C:20](=[O:19])[c:22]3[c:23]([CH3:29])[c:24]([CH3:28])[n:25][n:26]3[CH3:27])[n:11]2)[cH:2][cH:3][cH:4][cH:5][cH:6]1. Product: CCc1nn(-c2ccccc2)nc1C(C#N)C(=O)c1c(C)c(C)nn1C. Reactants: CCOC(=O)c1c(C)c(C)nn1C, CCCCCCC, CC(C)(C)[O-], COCCOCCOC, [K+], CCc1nn(-c2ccccc2)nc1CC#N. Starting materials: C1(=CC=CC=C1)OC(NC=1SC2=C(N1)C(=CC=C2C2OCCOC2)OC)=O ((+)-(7-[1,4]dioxan-2-yl-4-methoxy-benzothiazol-2-yl)-carbamic acid phenyl ester), N1=CC=CC=C1 (pyridine), CN[C@H]1CC[C@H](CC1)O (cis-4-methylamino-cyclohexanol). The solvent is C(Cl)(Cl)Cl (chloroform). Run at time 16 hour. The product is O1C(COCC1)C1=CC=C(C=2N=C(SC21)NC(N(C)[C@@H]2CC[C@@H](CC2)O)=O)OC ((+)-cis-3-(7-[1,4]dioxan-2-yl-4-methoxy-benzothiazol-2-yl)-1-(4-hydroxy-cyclohexyl)-1-methyl-urea). Isolated yield 68.4%. As a reaction SMILES: C1(O[C:8](=[O:27])[NH:9][C:10]2[S:11][C:12]3[C:18]([CH:19]4[CH2:24][O:23][CH2:22][CH2:21][O:20]4)=[CH:17][CH:16]=[C:15]([O:25][CH3:26])[C:13]=3[N:14]=2)C=CC=CC=1.N1C=CC=CC=1.[CH3:34][NH:35][C@@H:36]1[CH2:41][CH2:40][C@H:39]([OH:42])[CH2:38][CH2:37]1>C(Cl)(Cl)Cl>[O:20]1[CH2:21][CH2:22][O:23][CH2:24][CH:19]1[C:18]1[C:12]2[S:11][C:10]([NH:9][C:8](=[O:27])[N:35]([C@H:36]3[CH2:41][CH2:40][C@@H:39]([OH:42])[CH2:38][CH2:37]3)[CH3:34])=[N:14][C:13]=2[C:15]([O:25][CH3:26])=[CH:16][CH:17]=1. Reported procedure: To a stirred solution of 100 mg (0.26 mmol) (+)-(7-[1,4]dioxan-2-yl-4-methoxy-benzothiazol-2-yl)-carbamic acid phenyl ester and 0.06 ml (0.78 mmol) pyridine in 5 ml chloroform at room temperature was added 47 mg (0.36 mmol) cis-4-methylamino-cyclohexanol and stirring continued at 50° C. for 16 h. The reaction mixture was then concentrated in vacuo. Flash chromatography (1/1 acetone/heptane then acetone) followed by trituration in ether and hexane afforded 75 mg (69%) (+)-cis-3-(7-[1,4]dioxan-2-y... The reactants are COCCOC, CS(=O)(=O)c1nc(N)nc(-c2ccccc2)c1C#N, NCCCc1ccccc1. Yields the product N#Cc1c(NCCCc2ccccc2)nc(N)nc1-c1ccccc1. Reaction SMILES: [CH3:30][O:31][CH2:32][CH2:33][O:34][CH3:35].[NH2:1][c:2]1[n:3][c:4](-[c:14]2[cH:15][cH:16][cH:17][cH:18][cH:19]2)[c:5]([C:12]#[N:13])[c:6]([S:8]([CH3:9])(=[O:10])=[O:11])[n:7]1.[c:20]1([CH2:26][CH2:27][CH2:28][NH2:29])[cH:21][cH:22][cH:23][cH:24][cH:25]1>>[NH2:1][c:2]1[n:3][c:4](-[c:14]2[cH:15][cH:16][cH:17][cH:18][cH:19]2)[c:5]([C:12]#[N:13])[c:6]([NH:29][CH2:28][CH2:27][CH2:26][c:20]2[cH:21][cH:22][cH:23][cH:24][cH:25]2)[n:7]1. Yields the product COC(=O)COc1ccc(C)[n+]([O-])c1. Reaction SMILES: [Br:16][CH2:17][C:18](=[O:19])[O:20][CH3:21].[C:10](=[O:11])([O-:12])[O-:13].[K+:14].[K+:15].[O:22]=[CH:23][N:24]([CH3:25])[CH3:26].[OH:1][c:2]1[cH:3][cH:4][c:5]([CH3:9])[n+:6]([O-:8])[cH:7]1>>[O:1]([c:2]1[cH:3][cH:4][c:5]([CH3:9])[n+:6]([O-:8])[cH:7]1)[CH2:17][C:18](=[O:19])[O:20][CH3:21]. The reactants are COC(=O)CBr, O=C([O-])[O-], [K+], [K+], CN(C)C=O, Cc1ccc(O)c[n+]1[O-]. The reactants are C1CCCCC1, CCCCC, CCO, CC[O-], [Cl-], Cl, NO, [Na+], [Na+], O, N#Cc1cccs1. The product is N=C(NO)c1cccs1. Reaction SMILES: [CH2:23]1[CH2:24][CH2:25][CH2:26][CH2:27][CH2:28]1.[CH3:18][CH2:19][CH2:20][CH2:21][CH3:22].[CH3:29][CH2:30][OH:31].[CH3:2][CH2:3][O-:4].[Cl-:15].[ClH:5].[NH2:6][OH:7].[Na+:16].[Na+:1].[OH2:17].[s:8]1[c:9]([C:13]#[N:14])[cH:10][cH:11][cH:12]1>>[NH:6]([OH:7])[C:13]([c:9]1[s:8][cH:12][cH:11][cH:10]1)=[NH:14].